This data is from the Open Reaction Database (ORD), a public repository of structured organic reaction records. The task is: describe an organic reaction: reactants, conditions, products, and yield Starting materials: C1(=CC=CC=C1)C (toluene), C(#N)C1=C(C=CC=C1)O (2-cyanophenol), [OH-].[K+] (potassium hydroxide), ClC1=CC(=NC=N1)OC1=C(C=CC=C1)/C(/C(=O)OC)=C\OC ((E)-methyl 2-[2-(6-chloropyrimidin-4-yloxy)phenyl]-3-methoxypropenoate). Reagents/catalysts: [Br-].C(CCC)[N+](CCCC)(CCCC)CCCC (Tetrabutylammonium bromide). Run in O (water), O (water). Run at temperature 97.5 celsius. Product: C(#N)C1=C(OC2=CC(=NC=N2)OC2=C(C=CC=C2)/C(/C(=O)OC)=C\OC)C=CC=C1 ((E)-methyl 2-[2-(6-(2-cyanophenoxy)pyrimidin-4-yloxy)phenyl]-3-methoxypropenoate). Isolated yield 72.6%. RXN SMILES: [OH-].[K+].[C:3]([C:5]1[CH:10]=[CH:9][CH:8]=[CH:7][C:6]=1[OH:11])#[N:4].Cl[C:13]1[N:18]=[CH:17][N:16]=[C:15]([O:19][C:20]2[CH:25]=[CH:24][CH:23]=[CH:22][C:21]=2/[C:26](=[CH:31]\[O:32][CH3:33])/[C:27]([O:29][CH3:30])=[O:28])[CH:14]=1.C1(C)C=CC=CC=1>O.[Br-].C([N+](CCCC)(CCCC)CCCC)CCC>[C:3]([C:5]1[CH:10]=[CH:9][CH:8]=[CH:7][C:6]=1[O:11][C:13]1[N:18]=[CH:17][N:16]=[C:15]([O:19][C:20]2[CH:25]=[CH:24][CH:23]=[CH:22][C:21]=2/[C:26](=[CH:31]\[O:32][CH3:33])/[C:27]([O:29][CH3:30])=[O:28])[CH:14]=1)#[N:4] |f:0.1,6.7|. Procedure details: To a solution of potassium hydroxide (12.0 g) in water (10 g) was added, with stirring, 2-cyanophenol (13.2 g). The resulting solution was added, over 5 minutes, to (E)-methyl 2-[2-(6-chloropyrimidin-4-yloxy)phenyl]-3-methoxypropenoate (32.8 g) at 95° C. and the temperature was maintained at 95-100° C. during the addition. Tetrabutylammonium bromide (1.5 g) was then added and the resulting mixture stirred for 20 hours at 95-100° C. The reaction mixture was mixed with water and toluene and the or...